Task: describe an organic reaction: reactants, conditions, products, and yield. Dataset: the Open Reaction Database (ORD), a public repository of structured organic reaction records The reactants are BrC1C(C2=CC(=CC(=C2CC1)Br)Br)=O (2,5,7-tribromo-3,4-dihydro-1(2H)-naphthalenone), N1C=NC=C1 (imidazole). Run in CN(C=O)C (N,N-dimethylformamide). Yields the product N1(C=NC=C1)C1C(C2=CC(=CC(=C2CC1)Br)Br)=O (2-(1-imidazolyl)-3,4-dihydro-5,7-dibromo-1(2H)-naphthalenone). Yield: 62.1%. Reaction SMILES: Br[CH:2]1[CH2:11][CH2:10][C:9]2[C:4](=[CH:5][C:6]([Br:13])=[CH:7][C:8]=2[Br:12])[C:3]1=[O:14].[NH:15]1[CH:19]=[CH:18][N:17]=[CH:16]1>CN(C)C=O>[N:15]1([CH:2]2[CH2:11][CH2:10][C:9]3[C:4](=[CH:5][C:6]([Br:13])=[CH:7][C:8]=3[Br:12])[C:3]2=[O:14])[CH:19]=[CH:18][N:17]=[CH:16]1. Reported procedure: A solution of 2,5,7-tribromo-3,4-dihydro-1(2H)-naphthalenone (1 g), imidazole (0.7 g), and N,N-dimethylformamide (15 ml) was stirred at room temperature for 5 hours. The solvent was evaporated under reduced pressure and the residue, taken up with CH2Cl2 (20 ml), washed with H2O, was extracted with a solution of 8% HCl. The acid solution, neutralized with NaHCO3, extracted with CH2Cl2, dried and evaporated, gave 0.6 g of 2-(1-imidazolyl)-3,4-dihydro-5,7-dibromo-1(2H)-naphthalenone; Reactants: CCCCCOP(=O)(CP(=O)(OCCCCC)OCCCCC)OCCCCC, CCNCC, CO. Yields the product C=C(P(=O)(OCCCCC)OCCCCC)P(=O)(OCCCCC)OCCCCC. RXN SMILES: [CH2:1]([P:2]([O:3][CH2:4][CH2:5][CH2:6][CH2:7][CH3:8])([O:9][CH2:10][CH2:11][CH2:12][CH2:13][CH3:14])=[O:15])[P:16]([O:17][CH2:18][CH2:19][CH2:20][CH2:21][CH3:22])([O:23][CH2:24][CH2:25][CH2:26][CH2:27][CH3:28])=[O:29].[CH2:30]([NH:31][CH2:32][CH3:33])[CH3:34].[CH3:35][OH:36]>>[C:1]([P:2]([O:3][CH2:4][CH2:5][CH2:6][CH2:7][CH3:8])([O:9][CH2:10][CH2:11][CH2:12][CH2:13][CH3:14])=[O:15])([P:16]([O:17][CH2:18][CH2:19][CH2:20][CH2:21][CH3:22])([O:23][CH2:24][CH2:25][CH2:26][CH2:27][CH3:28])=[O:29])=[CH2:30]. Starting materials: CO, COC(=O)CC1COc2cc(OCc3cccc(-c4c(C)c(Cl)c(OCCCS(C)(=O)=O)c(Cl)c4C)c3)ccc21, [Na+], C1CCOC1, [OH-], O, O=C(O)CC(O)(CC(=O)O)C(=O)O. Yields the product Cc1c(Cl)c(OCCCS(C)(=O)=O)c(Cl)c(C)c1-c1cccc(COc2ccc3c(c2)OCC3CC(=O)O)c1. RXN SMILES: [CH3:41][OH:42].[Cl:1][c:2]1[c:3]([CH3:40])[c:4](-[c:18]2[cH:19][c:20]([CH2:24][O:25][c:26]3[cH:27][c:28]4[c:29]([cH:38][cH:39]3)[CH:30]([CH2:33][C:34](=[O:35])[O:36][CH3:37])[CH2:31][O:32]4)[cH:21][cH:22][cH:23]2)[c:5]([CH3:17])[c:6]([Cl:16])[c:7]1[O:8][CH2:9][CH2:10][CH2:11][S:12](=[O:13])(=[O:14])[CH3:15].[Na+:44].[O:59]1[CH2:60][CH2:61][CH2:62][CH2:63]1.[OH-:43].[OH2:58].[OH:45][C:46]([CH2:47][C:48]([C:49](=[O:50])[OH:51])([CH2:52][C:53](=[O:54])[OH:55])[OH:56])=[O:57]>>[Cl:1][c:2]1[c:3]([CH3:40])[c:4](-[c:18]2[cH:19][c:20]([CH2:24][O:25][c:26]3[cH:27][c:28]4[c:29]([cH:38][cH:39]3)[CH:30]([CH2:33][C:34](=[O:35])[OH:36])[CH2:31][O:32]4)[cH:21][cH:22][cH:23]2)[c:5]([CH3:17])[c:6]([Cl:16])[c:7]1[O:8][CH2:9][CH2:10][CH2:11][S:12](=[O:13])(=[O:14])[CH3:15]. Starting materials: ICC (iodoethane), C(C)(C)(C)OC(=O)N1CC(NCC1)=O (1-tert-Butoxycarbonyl-3-oxopiperazine), ICC (iodoethane), CC(C)([O-])C.[K+] (potassium tert-butoxide). The solvent is CN(C)C=O (DMF). Run at time 30 minute. Yields the product C(C)(C)(C)OC(=O)N1CC(N(CC1)CC)=O (1-tert-butoxycarbonyl-4-ethyl-3-oxopiperazine). The yield is 70.2%. RXN SMILES: [C:1]([O:5][C:6]([N:8]1[CH2:13][CH2:12][NH:11][C:10](=[O:14])[CH2:9]1)=[O:7])([CH3:4])([CH3:3])[CH3:2].[CH3:15][C:16](C)([O-])C.[K+].ICC>CN(C=O)C>[C:1]([O:5][C:6]([N:8]1[CH2:13][CH2:12][N:11]([CH2:15][CH3:16])[C:10](=[O:14])[CH2:9]1)=[O:7])([CH3:4])([CH3:2])[CH3:3] |f:1.2|. Procedure: 1-tert-Butoxycarbonyl-3-oxopiperazine (7.5 g) was dissolved in dry DMF (250 ml) and potassium tert-butoxide (8.4 g) was added. The mixture was stirred at ambient temperature for 30 minutes, then iodoethane (3.3 ml) added, and stirring continued at the same temperature for 24 hours. A further equal portion of iodoethane was added and stirring continued for 24 hours. Solvent was evaporated, and the residue partitioned between ethyl acetate and water. The organic layer was washed with water, evapor...